From a dataset of the Open Reaction Database (ORD), a public repository of structured organic reaction records. describe an organic reaction: reactants, conditions, products, and yield Reactants: C(C1=CC=CC=C1)N1C(C2=C(CCC1)C=C(C(=C2)OC)OCC2=CC=CC=C2)=O (2-benzyl-7-(benzyloxy)-8-methoxy-2,3,4,5-tetrahydro-1H-benzo[c]azepin-1-one), C1CCOC1 (THF). Reagents/catalysts: [Pd] (Pd/C). The solvent is CO (methanol). Yields the product C(C1=CC=CC=C1)N1C2=C(CCCC1=O)C=C(C(=C2)OC)O (1-benzyl-7-hydroxy-8-methoxy-4,5-dihydro-1H-benzo[b]azepin-2(3H)-one). RXN SMILES: [CH2:1]([N:8]1[CH2:14][CH2:13][CH2:12][C:11]2[CH:15]=[C:16]([O:21][CH2:22]C3C=CC=CC=3)[C:17]([O:19]C)=[CH:18][C:10]=2[C:9]1=O)[C:2]1[CH:7]=[CH:6][CH:5]=[CH:4][CH:3]=1.C1C[O:33]CC1>CO.[Pd]>[CH2:1]([N:8]1[C:14](=[O:33])[CH2:13][CH2:12][CH2:11][C:10]2[CH:18]=[C:17]([OH:19])[C:16]([O:21][CH3:22])=[CH:15][C:9]1=2)[C:2]1[CH:3]=[CH:4][CH:5]=[CH:6][CH:7]=1. Procedure: A solution of 2-benzyl-7-(benzyloxy)-8-methoxy-2,3,4,5-tetrahydro-1H-benzo[c]azepin-1-one (1 mmol) in THF (20 mL) and methanol (20 mL) was treated with 10% Pd/C (40 mg) and stirred under an atmosphere of hydrogen. The reaction was monitored by TLC. Upon completion, the resultant suspension was filtered through celite, washed with ethyl acetate and then evaporated under reduced pressure. The resulting solid was stirred in diethyl ether, filtered and dried under vacuum or purified by flash chromat... The reactants are CCC(Br)C(=O)O, CCN=C=NCCCN(C)C, C1COCCN1, CN(C)C=O, Cl, O, Oc1cccc2nn[nH]c12. The product is CCC(Br)C(=O)N1CCOCC1. As a reaction SMILES: [Br:1][CH:2]([C:3](=[O:4])[OH:5])[CH2:6][CH3:7].[CH2:15]([N:16]=[C:17]=[N:18][CH2:19][CH2:20][CH2:21][N:22]([CH3:23])[CH3:24])[CH3:25].[CH2:8]1[CH2:9][O:10][CH2:11][CH2:12][NH:13]1.[CH3:36][N:37]([CH3:38])[CH:39]=[O:40].[ClH:14].[OH2:41].[OH:26][c:27]1[c:28]2[nH:29][n:30][n:31][c:32]2[cH:33][cH:34][cH:35]1>>[Br:1][CH:2]([C:3](=[O:4])[N:13]1[CH2:8][CH2:9][O:10][CH2:11][CH2:12]1)[CH2:6][CH3:7]. Reactants: BrC=1C=CC=C2C(N(C(=NC12)Cl)C1CC1)=O (8-bromo-2-chloro-3-cyclopropylquinazolin-4(3H)-one), C(C)(C)(C)N (tert-butylamine). Conditions: temperature 90 celsius. The product is BrC=1C=CC=C2C(N(C(=NC12)NC(C)(C)C)C1CC1)=O (8-bromo-2-(tert-butylamino)-3-cyclopropylquinazolin-4(3H)-one). The yield is 92.8%. RXN SMILES: [Br:1][C:2]1[CH:3]=[CH:4][CH:5]=[C:6]2[C:11]=1[N:10]=[C:9](Cl)[N:8]([CH:13]1[CH2:15][CH2:14]1)[C:7]2=[O:16].[C:17]([NH2:21])([CH3:20])([CH3:19])[CH3:18]>>[Br:1][C:2]1[CH:3]=[CH:4][CH:5]=[C:6]2[C:11]=1[N:10]=[C:9]([NH:21][C:17]([CH3:20])([CH3:19])[CH3:18])[N:8]([CH:13]1[CH2:15][CH2:14]1)[C:7]2=[O:16]. Reported procedure: 8-bromo-2-chloro-3-cyclopropylquinazolin-4(3H)-one (723) (213 mg, 0.711 mmol) was treated with tert-butylamine (0.90 mL, 8.56 mmol) and heated at 90° C. in a sealed tube for 24 h. The reaction mixture was concentrated to remove the excess t-BuNH2 and the crude residue was chromatographed on an ISCO Combiflash RF (12 g Redisep column, using a gradient of 0-5% MeOH in DCM) affording 8-bromo-2-(tert-butylamino)-3-cyclopropylquinazolin-4(3H)-one (224 mg, 0.66 mmol, 94% yield) as an off-white crystal... Starting materials: N-oxide, C(C)(=O)OO (peracetic acid), C(C)(=O)NC1=C(C(=NC=C1)C)C (4-acetylamino-2,3-dimethylpyridine). Solvent: C(C)(=O)O (acetic acid), C(C)(=O)O (acetic acid). Reaction conditions: temperature 50 celsius, time 12 hour. Product: C(C)(=O)NC1=C(C(=[N+](C=C1)[O-])C)C (4-acetylamino-2,3-dimethylpyridine N-oxide). As a reaction SMILES: C(OO)(=[O:3])C.[C:6]([NH:9][C:10]1[CH:15]=[CH:14][N:13]=[C:12]([CH3:16])[C:11]=1[CH3:17])(=[O:8])[CH3:7]>C(O)(=O)C>[C:6]([NH:9][C:10]1[CH:15]=[CH:14][N+:13]([O-:3])=[C:12]([CH3:16])[C:11]=1[CH3:17])(=[O:8])[CH3:7]. Reported procedure: 200 mL 30% peracetic acid in acetic acid was slowly added to a solution of 50 g 4-acetylamino-2,3-dimethylpyridine in 100 mL glacial acetic acid at 60° C. The solution was held at 70° C. for 12 hours then reduced under vacuum heated by a 50° C. water bath. Yield, 58 g N-oxide. Starting materials: CC=CC(=O)O, CC(C)O, O=S(=O)(O)O, Cc1ccc(S(=O)(=O)O)cc1, c1ccccc1. Yields the product CC=CC(=O)OC(C)C. RXN SMILES: [C:1]([CH:2]=[CH:3][CH3:4])(=[O:5])[OH:6].[CH:7]([CH3:8])([CH3:9])[OH:10].[S:11](=[O:12])(=[O:13])([OH:14])[OH:15].[c:16]1([CH3:17])[cH:18][cH:19][c:20]([S:21]([OH:22])(=[O:23])=[O:24])[cH:25][cH:26]1.[cH:27]1[cH:28][cH:29][cH:30][cH:31][cH:32]1>>[C:1]([CH:2]=[CH:3][CH3:4])([O:5][CH:7]([CH3:8])[CH3:9])=[O:6]. Starting materials: C1CCOC1, C[Si](C)(C)[N-][Si](C)(C)C, O=S(=O)(Cl)C1CC1, Cc1onc2c(F)c3c(nc12)[nH]c(=O)n3-c1ccc(I)cc1F, [Li+]. Yields the product Cc1onc2c(F)c3c(nc12)n(S(=O)(=O)C1CC1)c(=O)n3-c1ccc(I)cc1F. RXN SMILES: [CH2:41]1[O:42][CH2:43][CH2:44][CH2:45]1.[CH3:25][Si:26]([N-:27][Si:28]([CH3:29])([CH3:30])[CH3:31])([CH3:32])[CH3:33].[CH:34]1([S:37](=[O:38])(=[O:39])[Cl:40])[CH2:35][CH2:36]1.[F:1][c:2]1[c:3]2[c:4]([n:5][c:6]3[c:7]1[n:8][o:9][c:10]3[CH3:11])[nH:12][c:13](=[O:23])[n:14]2-[c:15]1[c:16]([F:22])[cH:17][c:18]([I:21])[cH:19][cH:20]1.[Li+:24]>>[F:1][c:2]1[c:3]2[c:4]([n:5][c:6]3[c:7]1[n:8][o:9][c:10]3[CH3:11])[n:12]([S:37]([CH:34]1[CH2:35][CH2:36]1)(=[O:38])=[O:39])[c:13](=[O:23])[n:14]2-[c:15]1[c:16]([F:22])[cH:17][c:18]([I:21])[cH:19][cH:20]1. Starting materials: CCOc1ccc(-c2nn3ncccc3c2C(=O)OC)cc1, CCO, Cl, [Na+], [OH-]. Yields the product CCOc1ccc(-c2nn3ncccc3c2C(=O)O)cc1. RXN SMILES: [CH3:1][O:2][C:3](=[O:4])[c:5]1[c:6](-[c:14]2[cH:15][cH:16][c:17]([O:20][CH2:21][CH3:22])[cH:18][cH:19]2)[n:7][n:8]2[n:9][cH:10][cH:11][cH:12][c:13]12.[CH3:26][CH2:27][OH:28].[ClH:25].[Na+:24].[OH-:23]>>[O:2]=[C:3]([OH:4])[c:5]1[c:6](-[c:14]2[cH:15][cH:16][c:17]([O:20][CH2:21][CH3:22])[cH:18][cH:19]2)[n:7][n:8]2[n:9][cH:10][cH:11][cH:12][c:13]12. The reactants are Intermediate 1, FC(OC=1C=C2C(C(NC2=CC1)=O)=O)(F)F (5-(trifluoromethoxy)-isatin), C(#N)CC(=O)OC (methyl cyanoacetate). Yields the product C(#N)/C(/C(=O)OC)=C\1/C(NC2=CC=C(C=C12)OC(F)(F)F)=O (methyl (2Z)-cyano[2-oxo-5-(trifluoromethoxy)-1,2-dihydro-3H-indol-3-ylidene]acetate). The yield is 77.0%. Reaction SMILES: [F:1][C:2]([F:16])([F:15])[O:3][C:4]1[CH:5]=[C:6]2[C:10](=[CH:11][CH:12]=1)[NH:9][C:8](=[O:13])[C:7]2=O.[C:17]([CH2:19][C:20]([O:22][CH3:23])=[O:21])#[N:18]>>[C:17](/[C:19](=[C:7]1/[C:8](=[O:13])[NH:9][C:10]2[C:6]/1=[CH:5][C:4]([O:3][C:2]([F:16])([F:15])[F:1])=[CH:12][CH:11]=2)/[C:20]([O:22][CH3:23])=[O:21])#[N:18]. Reported procedure: Following the general method as outlined for Intermediate 1, starting from 5-(trifluoromethoxy)-isatin and methyl cyanoacetate, the title compound was isolated, after evaporation, as a dark purple solid in 77% yield. This was a 7.5:1 mixture of geometric isomers.